This data is from the Open Reaction Database (ORD), a public repository of structured organic reaction records. The task is: describe an organic reaction: reactants, conditions, products, and yield Procedure: To 50 mL of acetonitrile is added 1 g (8.0 mmol) of hexahydro-1H-azepine-3-carbonitrile and 2.7 g (15 mmol) of iodobutane. Heat the reaction under reflux and monitor the reaction by thin-layer chromatography. Upon completion remove the solvent in vacuo and add 50 mL sat. sodium bicarbonate and 50 mL methylene chloride. Separate the organic layer and dry over Na2SO4. Filter off the drying agent and remove the solvent in vacuo to obtain the title compound. The product is C(CCC)N1CC(CCCC1)C#N (1-Butyl-hexahydro-1H-azepine-3-carbonitrile). Run in C(C)#N (acetonitrile). As a reaction SMILES: [NH:1]1[CH2:7][CH2:6][CH2:5][CH2:4][CH:3]([C:8]#[N:9])[CH2:2]1.I[CH2:11][CH2:12][CH2:13][CH3:14]>C(#N)C>[CH2:11]([N:1]1[CH2:7][CH2:6][CH2:5][CH2:4][CH:3]([C:8]#[N:9])[CH2:2]1)[CH2:12][CH2:13][CH3:14]. Starting materials: N1CC(CCCC1)C#N (hexahydro-1H-azepine-3-carbonitrile), ICCCC (iodobutane). Reactants: O=C([O-])O, CN(C)C=O, O=C(Cl)C(=O)Cl, Cc1ccc(NC(=O)c2cccc(C(C)(C)C#N)c2)cc1Oc1ccc2nc(N)nn2c1, [Na+], C1CCOC1, c1ccncc1, O=C(O)c1cocn1. Product: Cc1ccc(NC(=O)c2cccc(C(C)(C)C#N)c2)cc1Oc1ccc2nc(NC(=O)c3cocn3)nn2c1. RXN SMILES: [C:47](=[O:48])([O-:49])[OH:50].[CH3:63][N:64]([CH3:65])[CH:66]=[O:67].[Cl:9][C:10]([C:11]([Cl:12])=[O:13])=[O:14].[NH2:15][c:16]1[n:17][n:18]2[c:19]([cH:20][cH:21][c:22]([O:24][c:25]3[cH:26][c:27]([NH:32][C:33]([c:34]4[cH:35][c:36]([C:40]([CH3:41])([CH3:42])[C:43]#[N:44])[cH:37][cH:38][cH:39]4)=[O:45])[cH:28][cH:29][c:30]3[CH3:31])[cH:23]2)[n:46]1.[Na+:51].[O:52]1[CH2:53][CH2:54][CH2:55][CH2:56]1.[cH:57]1[cH:58][cH:59][n:60][cH:61][cH:62]1.[o:1]1[cH:2][n:3][c:4]([C:6](=[O:7])[OH:8])[cH:5]1>>[o:1]1[cH:2][n:3][c:4]([C:6](=[O:8])[NH:15][c:16]2[n:17][n:18]3[c:19]([cH:20][cH:21][c:22]([O:24][c:25]4[cH:26][c:27]([NH:32][C:33]([c:34]5[cH:35][c:36]([C:40]([CH3:41])([CH3:42])[C:43]#[N:44])[cH:37][cH:38][cH:39]5)=[O:45])[cH:28][cH:29][c:30]4[CH3:31])[cH:23]3)[n:46]2)[cH:5]1. Procedure: To an 8-mL vial was added methyl 5-cyano-4-cyclobutyl-2-methylbenzoate (152.4, 100 mg, 0.436 mmol, 1.0 equiv), potassium carbonate (181 mg, 1.31 mmol, 3.0 equiv) and DMSO (2.2 mL) and stirring was initiated. Hydrogen peroxide (50 wt %) (176 μL, 3.05 mmol, 7.0 equiv) was added over about 1 minute. The mixture was stirred at room temperature for 29 hours then diluted into brine (10 mL) plus 1 M H3PO4 (1.5 mL). The mixture was extracted with ethyl acetate (10 mL×1, 3 mL×1). The combined organic lay... Reactants: OP(=O)(O)O (H3PO4), C(#N)C=1C(=CC(=C(C(=O)OC)C1)C)C1CCC1 (methyl 5-cyano-4-cyclobutyl-2-methylbenzoate), C([O-])([O-])=O.[K+].[K+] (potassium carbonate), OO (Hydrogen peroxide). Yields the product C(N)(=O)C=1C(=CC(=C(C(=O)OC)C1)C)C1CCC1 (Methyl 5-carbamoyl-4-cyclobutyl-2-methylbenzoate). Reaction SMILES: [C:1]([C:3]1[C:4]([CH:14]2[CH2:17][CH2:16][CH2:15]2)=[CH:5][C:6]([CH3:13])=[C:7]([CH:12]=1)[C:8]([O:10][CH3:11])=[O:9])#[N:2].C(=O)([O-])[O-:19].[K+].[K+].OO.OP(O)(O)=O>[Cl-].[Na+].O.CS(C)=O>[C:1]([C:3]1[C:4]([CH:14]2[CH2:15][CH2:16][CH2:17]2)=[CH:5][C:6]([CH3:13])=[C:7]([CH:12]=1)[C:8]([O:10][CH3:11])=[O:9])(=[O:19])[NH2:2] |f:1.2.3,6.7.8|. The yield is 54.7%. Run in [Cl-].[Na+].O (brine), CS(=O)C (DMSO).